This data is from the Open Reaction Database (ORD), a public repository of structured organic reaction records. The task is: describe an organic reaction: reactants, conditions, products, and yield Starting materials: NC1(C(C(=O)O)C=C(C=C1)OC)N (2-amino-5-methoxy anthranilic acid), C(=O)N (formamide). Solvent: C(C)O (ethanol). Yields the product COC=1C=C2C(NC=NC2=CC1)=O (6-Methoxy-3H-quinazolin-4-one). The yield is 50.0%. As a reaction SMILES: [NH2:1][C:2]1(N)[CH:10]=[CH:9][C:8]([O:11][CH3:12])=[CH:7][CH:3]1[C:4](O)=[O:5].[CH:14]([NH2:16])=O>C(O)C>[CH3:12][O:11][C:8]1[CH:7]=[C:3]2[C:2](=[CH:10][CH:9]=1)[N:1]=[CH:14][NH:16][C:4]2=[O:5]. Reported procedure: To 1.025 mmoles of 2-amino-5-methoxy anthranilic acid add 6.14 mmoles of formamide and microwave reaction mixture for 20 mins at 160° C. After cooling the solid was diluted with 10 mL ethanol, the mixture was heated to reflux and allowed to cool slowly. The solid obtained was filtered and washed with cold ethanol and vacuum dried to give the title compound in 50% yield. RXN SMILES: [C:1]([C:4]1[CH:5]=[C:6]2[C:11](=[O:12])[O:10][C:8](=O)[C:7]2=[CH:13][CH:14]=1)([OH:3])=[O:2].[NH2:15][C:16]1[CH:24]=[CH:23][C:19]([C:20]([OH:22])=[O:21])=[CH:18][CH:17]=1>>[C:1]([C:4]1[CH:5]=[C:6]2[C:11](=[O:12])[N:15]([C:16]3[CH:24]=[CH:23][C:19]([C:20]([OH:22])=[O:21])=[CH:18][CH:17]=3)[C:8](=[O:10])[C:7]2=[CH:13][CH:14]=1)([OH:3])=[O:2]. Product: C(=O)(O)C=1C=C2C(C(=O)N(C2=O)C2=CC=C(C=C2)C(=O)O)=CC1 (4-carboxy-N-(p-carboxyphenyl)phthalimide). The reactants are C(=O)(O)C=1C=C2C(C(=O)OC2=O)=CC1 (4-carboxyphthalic anhydride), NC1=CC=C(C(=O)O)C=C1 (p-aminobenzoic acid). Reported procedure: 4-carboxyphthalic anhydride (1.0 g, 0.0052 mol) and p-aminobenzoic acid (0.714 g, 0.0052 mol) were refluxed as above overnight. A clean product from the mother liquor fraction was not obtained. Crystallisation of the precipitated product from MeOH/H2O yielded 0.88 g (55%) of 105 as a white solid: mp=377–379° C.; Rf 0.90 (A): Rf 0.76 (B): Rf 0.46 (D): IR (cm−1): 2750–3200 (OH), 3077 (C═CH), 2652 (C—H), 1777 (C═O), 1731 (C═O), 1699 (C═O), 1604 (C═C), 1512 (C═C), 1485 (C═C), 1428 (C═C), 1376 (C—O),... The yield is 54.4%. The reactants are O=C([O-])[O-], Oc1ccc(-c2c3cccc(C(F)(F)F)c3nn2Cc2ccccc2)cc1, BrCc1ccccc1, CC(C)=O, [K+], [K+]. Product: FC(F)(F)c1cccc2c(-c3ccc(OCc4ccccc4)cc3)n(Cc3ccccc3)nc12. Reaction SMILES: [C:36](=[O:37])([O-:38])[O-:39].[CH2:1]([c:2]1[cH:3][cH:4][cH:5][cH:6][cH:7]1)[n:8]1[n:9][c:10]2[c:11]([C:24]([F:25])([F:26])[F:27])[cH:12][cH:13][cH:14][c:15]2[c:16]1-[c:17]1[cH:18][cH:19][c:20]([OH:23])[cH:21][cH:22]1.[CH2:28]([c:29]1[cH:30][cH:31][cH:32][cH:33][cH:34]1)[Br:35].[CH3:42][C:43](=[O:44])[CH3:45].[K+:40].[K+:41]>>[CH2:1]([c:2]1[cH:3][cH:4][cH:5][cH:6][cH:7]1)[n:8]1[n:9][c:10]2[c:11]([C:24]([F:25])([F:26])[F:27])[cH:12][cH:13][cH:14][c:15]2[c:16]1-[c:17]1[cH:18][cH:19][c:20]([O:23][CH2:28][c:29]2[cH:30][cH:31][cH:32][cH:33][cH:34]2)[cH:21][cH:22]1. Reactants: FC(S(=O)(=O)OC1=CC=C(C=C1)[C@@H]1CC[C@H](CC1)N(C[C@@H](COC1=CC(=C(C=C1)OCC1=CC=CC=C1)N(S(=O)(=O)C)C(=O)OC(C)(C)C)O)CC1=CC=CC=C1)(F)F (trans-4-{4-[benzyl((2S)-3-{4-(benzyloxy)-3-[(tert-butoxycarbonyl)(methylsulfonyl)amino]phenoxy)-2-hydroxy-propyl)amino]cyclohexyl}phenyl trifluoromethanesulfonate), ClCCl (dichloromethane). The solvent is FC(C(=O)O)(F)F (trifluoroacetic acid). Yields the product FC(S(=O)(=O)OC1=CC=C(C=C1)[C@@H]1CC[C@H](CC1)N(C[C@@H](COC1=CC(=C(C=C1)OCC1=CC=CC=C1)NS(=O)(=O)C)O)CC1=CC=CC=C1)(F)F (trans-4-{4-[Benzyl((2S)-3-{4-(benzyloxy)-3-[(methylsulfonyl)amino]phenoxy}-2-hydroxypropyl)amino]cyclohexyl}phenyl trifluoromethanesulfonate), oil. The yield is 98.0%. As a reaction SMILES: [F:1][C:2]([F:59])([F:58])[S:3]([O:6][C:7]1[CH:12]=[CH:11][C:10]([C@H:13]2[CH2:18][CH2:17][C@H:16]([N:19]([CH2:51][C:52]3[CH:57]=[CH:56][CH:55]=[CH:54][CH:53]=3)[CH2:20][C@H:21]([OH:50])[CH2:22][O:23][C:24]3[CH:29]=[CH:28][C:27]([O:30][CH2:31][C:32]4[CH:37]=[CH:36][CH:35]=[CH:34][CH:33]=4)=[C:26]([N:38](C(OC(C)(C)C)=O)[S:39]([CH3:42])(=[O:41])=[O:40])[CH:25]=3)[CH2:15][CH2:14]2)=[CH:9][CH:8]=1)(=[O:5])=[O:4].ClCCl>FC(F)(F)C(O)=O>[F:58][C:2]([F:1])([F:59])[S:3]([O:6][C:7]1[CH:12]=[CH:11][C:10]([C@H:13]2[CH2:14][CH2:15][C@H:16]([N:19]([CH2:51][C:52]3[CH:53]=[CH:54][CH:55]=[CH:56][CH:57]=3)[CH2:20][C@H:21]([OH:50])[CH2:22][O:23][C:24]3[CH:29]=[CH:28][C:27]([O:30][CH2:31][C:32]4[CH:37]=[CH:36][CH:35]=[CH:34][CH:33]=4)=[C:26]([NH:38][S:39]([CH3:42])(=[O:41])=[O:40])[CH:25]=3)[CH2:17][CH2:18]2)=[CH:9][CH:8]=1)(=[O:4])=[O:5]. Procedure: A solution of 1.4 g of trans-4-{4-[benzyl((2S)-3-{4-(benzyloxy)-3-[(tert-butoxycarbonyl)(methylsulfonyl)amino]phenoxy)-2-hydroxy-propyl)amino]cyclohexyl}phenyl trifluoromethanesulfonate (1.62 mmol) in a mixture of trifluoroacetic acid (5 ml) and of dichloromethane (45 mol) is stirred for 3 h 20. The solvents are evaporated under reduced pressure and then water, ethyl acetate and an aqueous ammonium solution are added. The organic phase is washed once with water and dried over sodium sulfate. tra... Reactants: LiOH monohydrate, COC(C1=CC(=CC=C1)CN1N=CC(=C1)C1=CC=C(C=C1)C#N)=O (3-[4-(4-cyano-phenyl)-pyrazol-1-ylmethyl]-benzoic acid methyl ester). Solvent: CO.O (MeOH water). The product is C(#N)C1=CC=C(C=C1)C=1C=NN(C1)CC=1C=C(C(=O)O)C=CC1 (3-[4-(4-cyano-phenyl)-pyrazol-1-ylmethyl]-benzoic acid). The yield is 82.4%. As a reaction SMILES: C[O:2][C:3](=[O:24])[C:4]1[CH:9]=[CH:8][CH:7]=[C:6]([CH2:10][N:11]2[CH:15]=[C:14]([C:16]3[CH:21]=[CH:20][C:19]([C:22]#[N:23])=[CH:18][CH:17]=3)[CH:13]=[N:12]2)[CH:5]=1>CO.O>[C:22]([C:19]1[CH:18]=[CH:17][C:16]([C:14]2[CH:13]=[N:12][N:11]([CH2:10][C:6]3[CH:5]=[C:4]([CH:9]=[CH:8][CH:7]=3)[C:3]([OH:24])=[O:2])[CH:15]=2)=[CH:21][CH:20]=1)#[N:23] |f:1.2|. Procedure details: Add LiOH monohydrate (0.03 g, 0.8 mmol) to a suspension of 3-[4-(4-cyano-phenyl)-pyrazol-1-ylmethyl]-benzoic acid methyl ester (0.2 g, 0.6 mmol) in 5 mL of a 4:1 MeOH-water mixture and stir the reaction at room temperature overnight. Concentrate the reaction to remove most of the MeOH, dilute with additional H2O and neutralize by the addition of 1 N aqueous HCl. Isolate the resulting solid by filtration and dry to afford 0.15 g, 71% yield of 3-[4-(4-cyano-phenyl)-pyrazol-1-ylmethyl]-benzoic acid... Reactants: FC(C1=CC(=CC=C1)C(F)(F)F)(F)F (1,3-bis(trifluoromethyl)benzene), CN(C=O)C (N,N-dimethylformamide), CC1(NC(CCC1)(C)C)C (2,2,6,6-tetramethylpiperidine), solution, C(CCC)[Li] (n-butyllithium), Cl (hydrochloric acid). Run in CCCCCC (hexane), O1CCCC1 (tetrahydrofuran), CCCCCC (hexane). Yields the product FC(C1=C(C=O)C=CC(=C1)C(F)(F)F)(F)F (2,4-bis(trifluoromethyl)benzaldehyde). RXN SMILES: CC1(C)CCCC(C)(C)N1.C([Li])CCC.[F:16][C:17]([F:29])([F:28])[C:18]1[CH:23]=[CH:22][CH:21]=[C:20]([C:24]([F:27])([F:26])[F:25])[CH:19]=1.CN(C)[CH:32]=[O:33].Cl>O1CCCC1.CCCCCC>[F:16][C:17]([F:28])([F:29])[C:18]1[CH:19]=[C:20]([C:24]([F:25])([F:26])[F:27])[CH:21]=[CH:22][C:23]=1[CH:32]=[O:33]. Reported procedure: A solution of y mol of 2,2,6,6-tetramethylpiperidine in 400 ml of anhydrous tetrahydrofuran is cooled under a stream of argon to to and there is added dropwise thereto at this temperature within 30 minutes 100·y/0.16 ml of a 1.6M solution of n-butyllithium in hexane. Subsequently, 20.2 ml (0.13 mol) of 1,3-bis(trifluoromethyl)benzene are added dropwise thereto at to within 15 minutes, the wine-red solution obtained is stirred for a further×minutes at to and then at this temperature 20 ml (0.26 m... Starting materials: CCO, CC1(C)OC(c2ccc(-c3ccc(Cl)cc3)cc2)OC1=O, [H][H]. Product: CC(C)(OCc1ccc(-c2ccc(Cl)cc2)cc1)C(=O)O. Reaction SMILES: [CH3:24][CH2:25][OH:26].[Cl:1][c:2]1[cH:3][cH:4][c:5](-[c:8]2[cH:9][cH:10][c:11]([CH:14]3[O:15][C:16]([CH3:20])([CH3:21])[C:17](=[O:19])[O:18]3)[cH:12][cH:13]2)[cH:6][cH:7]1.[H:22][H:23]>>[Cl:1][c:2]1[cH:3][cH:4][c:5](-[c:8]2[cH:9][cH:10][c:11]([CH2:14][O:15][C:16]([C:17](=[O:18])[OH:19])([CH3:20])[CH3:21])[cH:12][cH:13]2)[cH:6][cH:7]1.